From a dataset of the Open Reaction Database (ORD), a public repository of structured organic reaction records. describe an organic reaction: reactants, conditions, products, and yield Starting materials: CCOC(=O)c1ccc(NC(=O)C(C2CCCCC2)n2c(-c3ccc(Cl)cc3)nc3cc(F)c(F)cc32)cc1, COC(=O)C1(Oc2ccc(N)c(F)c2)CC1, CN(C)c1ccncc1, O=C(O)C(C1CCCCC1)n1c(-c2ccc(Cl)cc2)nc2cc(F)c(F)cc21. Product: COC(=O)C1(Oc2ccc(NC(=O)C(C3CCCCC3)n3c(-c4ccc(Cl)cc4)nc4cc(F)c(F)cc43)c(F)c2)CC1. RXN SMILES: [CH2:1]([O:2][C:3](=[O:4])[c:5]1[cH:6][cH:7][c:8]([NH:9][C:12]([CH:13]([CH:14]2[CH2:15][CH2:16][CH2:17][CH2:18][CH2:19]2)[n:20]2[c:21](-[c:31]3[cH:32][cH:33][c:34]([Cl:37])[cH:35][cH:36]3)[n:22][c:23]3[c:24]2[cH:25][c:26]([F:30])[c:27]([F:29])[cH:28]3)=[O:38])[cH:10][cH:11]1)[CH3:39].[CH3:68][O:69][C:70](=[O:71])[C:72]1([O:75][c:76]2[cH:77][c:78]([F:83])[c:79]([NH2:82])[cH:80][cH:81]2)[CH2:73][CH2:74]1.[CH3:84][N:85]([CH3:86])[c:87]1[cH:88][cH:89][n:90][cH:91][cH:92]1.[Cl:40][c:41]1[cH:42][cH:43][c:44](-[c:45]2[n:46]([CH:47]([CH:48]3[CH2:49][CH2:50][CH2:51][CH2:52][CH2:53]3)[C:54]([OH:55])=[O:56])[c:57]3[cH:58][c:59]([F:60])[c:61]([F:62])[cH:63][c:64]3[n:65]2)[cH:66][cH:67]1>>[C:12]([CH:13]([CH:14]1[CH2:15][CH2:16][CH2:17][CH2:18][CH2:19]1)[n:20]1[c:21](-[c:31]2[cH:32][cH:33][c:34]([Cl:37])[cH:35][cH:36]2)[n:22][c:23]2[c:24]1[cH:25][c:26]([F:30])[c:27]([F:29])[cH:28]2)(=[O:38])[NH:82][c:79]1[c:78]([F:83])[cH:77][c:76]([O:75][C:72]2([C:70]([O:69][CH3:68])=[O:71])[CH2:73][CH2:74]2)[cH:81][cH:80]1. Starting materials: C1=COCC1, CC#N, O=[N+]([O-])c1ncc[nH]1, Cc1ccc(S(=O)(=O)O)cc1. Yields the product O=[N+]([O-])c1nccn1C1CCCO1. Reaction SMILES: [CH2:9]1[CH2:10][CH:11]=[CH:12][O:13]1.[CH3:25][C:26]#[N:27].[N+:1](=[O:2])([O-:3])[c:4]1[nH:5][cH:6][cH:7][n:8]1.[c:14]1([CH3:15])[cH:16][cH:17][c:18]([S:19]([OH:20])(=[O:21])=[O:22])[cH:23][cH:24]1>>[N+:1](=[O:2])([O-:3])[c:4]1[n:5]([CH:12]2[CH2:11][CH2:10][CH2:9][O:13]2)[cH:6][cH:7][n:8]1.